Dataset: the Open Reaction Database (ORD), a public repository of structured organic reaction records. Task: describe an organic reaction: reactants, conditions, products, and yield Starting materials: C=C(C(=O)c1cccc(OC)c1)C(c1cccc(F)c1C)C(CN(C)C)C(=O)c1cccc(OC)c1, CC#N, CCN(C(C)C)C(C)C, CI, [K+], [OH-]. Yields the product C=C(C(=O)c1cccc(OC)c1)C(C(=C)C(=O)c1cccc(OC)c1)c1cccc(F)c1C. As a reaction SMILES: [CH3:1][N:2]([CH3:3])[CH2:4][CH:5]([C:6](=[O:7])[c:8]1[cH:9][c:10]([O:14][CH3:15])[cH:11][cH:12][cH:13]1)[CH:16]([C:17]([C:18](=[O:19])[c:20]1[cH:21][c:22]([O:26][CH3:27])[cH:23][cH:24][cH:25]1)=[CH2:28])[c:29]1[c:30]([CH3:36])[c:31]([F:35])[cH:32][cH:33][cH:34]1.[CH3:50][C:51]#[N:52].[CH:37]([N:38]([CH:39]([CH3:40])[CH3:41])[CH2:42][CH3:43])([CH3:44])[CH3:45].[I:46][CH3:47].[K+:49].[OH-:48]>>[CH2:4]=[C:5]([C:6](=[O:7])[c:8]1[cH:9][c:10]([O:14][CH3:15])[cH:11][cH:12][cH:13]1)[CH:16]([C:17]([C:18](=[O:19])[c:20]1[cH:21][c:22]([O:26][CH3:27])[cH:23][cH:24][cH:25]1)=[CH2:28])[c:29]1[c:30]([CH3:36])[c:31]([F:35])[cH:32][cH:33][cH:34]1. Reported procedure: To 1.0 g of 2-chloro-4-trifluoromethylpyridine (Lancaster Chemical Co) is added 10 ml of absolute ethanol and 417 mg of thiourea. The reaction mixture is heated at reflux for 4 hours and 1.25 ml of a solution of 7.44 g KOH in 20 ml of water is added. The solution is heated at reflux for an additional 1 hour. The reaction solution is cooled and poured into 100 ml of a 0.1N NaOH solution. The resulting solution is extracted three times with 100 ml of methylene chloride and the resulting aqueous so... Reaction SMILES: Cl[C:2]1[CH:7]=[C:6]([C:8]([F:11])([F:10])[F:9])[CH:5]=[CH:4][N:3]=1.NC(N)=[S:14].[OH-].[K+].[OH-].[Na+]>O.C(O)C>[SH:14][C:2]1[CH:7]=[C:6]([C:8]([F:11])([F:10])[F:9])[CH:5]=[CH:4][N:3]=1 |f:2.3,4.5|. Product: SC1=NC=CC(=C1)C(F)(F)F (2-Mercapto-4-trifluoromethylpyridine). The solvent is C(C)O (ethanol), O (water). The reactants are ClC1=NC=CC(=C1)C(F)(F)F (2-chloro-4-trifluoromethylpyridine), NC(=S)N (thiourea), [OH-].[Na+] (NaOH), solution, [OH-].[K+] (KOH). Yield: 51.0%.